describe an organic reaction: reactants, conditions, products, and yield From a dataset of the Open Reaction Database (ORD), a public repository of structured organic reaction records. Reactants: FC(S(=O)(=O)OS(=O)(=O)C(F)(F)F)(F)F (trifluoromethanesulfonic anhydride), C(C)OC(=O)C=1N(C(=C(C1C1=CC=C(C=C1)O)C#N)C)C (4-cyano-3-(4-hydroxy-phenyl)-1,5-dimethyl-1H-pyrrole-2-carboxylic acid ethyl ester), N1=CC=CC=C1 (pyridine). The solvent is C(Cl)Cl (methylene chloride). Run at temperature 0 celsius. The product is C(C)OC(=O)C=1N(C(=C(C1C1=CC=C(C=C1)OS(=O)(=O)C(F)(F)F)C#N)C)C (4-cyano-1,5-dimethyl-3-(4-trifluoromethanesulfonyloxy-phenyl)-1H-pyrrole-2-carboxylic acid ethyl ester). RXN SMILES: [F:1][C:2]([F:15])([F:14])[S:3]([O:6]S(C(F)(F)F)(=O)=O)(=[O:5])=[O:4].[CH2:16]([O:18][C:19]([C:21]1[N:22]([CH3:36])[C:23]([CH3:35])=[C:24]([C:33]#[N:34])[C:25]=1[C:26]1[CH:31]=[CH:30][C:29](O)=[CH:28][CH:27]=1)=[O:20])[CH3:17].N1C=CC=CC=1>C(Cl)Cl>[CH2:16]([O:18][C:19]([C:21]1[N:22]([CH3:36])[C:23]([CH3:35])=[C:24]([C:33]#[N:34])[C:25]=1[C:26]1[CH:31]=[CH:30][C:29]([O:6][S:3]([C:2]([F:15])([F:14])[F:1])(=[O:5])=[O:4])=[CH:28][CH:27]=1)=[O:20])[CH3:17]. Procedure: Add trifluoromethanesulfonic anhydride (1.2 Eq.) to 4-cyano-3-(4-hydroxy-phenyl)-1,5-dimethyl-1H-pyrrole-2-carboxylic acid ethyl ester (prepared in example E-238) and pyridine (1.5 Eq) in methylene chloride dropwise with stirring at 0° C. Stir the reaction mixture for 2 hours and then allow the reaction to warm to room temperature. Wash the organic layer with 1.0 N HCl, water, dry over potassium carbonate, filter, and concentrate under reduced vacuum. Purify the residue by silica gel chromatogra...